From a dataset of the Open Reaction Database (ORD), a public repository of structured organic reaction records. describe an organic reaction: reactants, conditions, products, and yield Starting materials: CI, [H-], [Na+], CN(C)C=O, COC(=O)c1ccc(OCc2ccccc2)cc1O. Yields the product COC(=O)c1ccc(OCc2ccccc2)cc1OC. As a reaction SMILES: [CH3:20][I:21].[H-:22].[Na+:23].[O:24]=[CH:25][N:26]([CH3:27])[CH3:28].[OH:1][c:2]1[c:3]([C:4](=[O:5])[O:6][CH3:7])[cH:8][cH:9][c:10]([O:12][CH2:13][c:14]2[cH:15][cH:16][cH:17][cH:18][cH:19]2)[cH:11]1>>[O:1]([c:2]1[c:3]([C:4](=[O:5])[O:6][CH3:7])[cH:8][cH:9][c:10]([O:12][CH2:13][c:14]2[cH:15][cH:16][cH:17][cH:18][cH:19]2)[cH:11]1)[CH3:20]. As a reaction SMILES: [Cl:1][C:2]1[CH:7]=[CH:6][C:5]([CH2:8][CH2:9][CH:10]([S:17][C:18]2[CH:23]=[CH:22][CH:21]=[C:20]([NH2:24])[CH:19]=2)[CH2:11][N:12]2[CH:16]=[CH:15][N:14]=[CH:13]2)=[CH:4][CH:3]=1.[C:25](OC(=O)C)(=[O:27])[CH3:26]>>[Cl:1][C:2]1[CH:7]=[CH:6][C:5]([CH2:8][CH2:9][CH:10]([S:17][C:18]2[CH:23]=[CH:22][CH:21]=[C:20]([NH:24][C:25](=[O:27])[CH3:26])[CH:19]=2)[CH2:11][N:12]2[CH:16]=[CH:15][N:14]=[CH:13]2)=[CH:4][CH:3]=1. Reaction conditions: time 8 hour. Reported procedure: The resulting ethereal solution from Example 4 containing 1-[4-(4-chlorophenyl)-2-(3-aminophenylthio)-n-butyl]imidazole was treated at room temperature with stirring with acetic anhydride (1.5 m.). After stirring overnight, the mixture was evaporated to dryness in vacuo and the residue chromatographed on silica gel eluting with methylene chloride followed by 2.2% water in ethyl acetate. The resulting pure product, 1-[4-(4-chlorophenyl)-2-(3-acetylaminophenylthio)-n-butyl]imidazole, obtained as a... The product is ClC1=CC=C(C=C1)CCC(CN1C=NC=C1)SC1=CC(=CC=C1)NC(C)=O (1-[4-(4-chlorophenyl)-2-(3-acetylaminophenylthio)-n-butyl]imidazole). The reactants are solution, ClC1=CC=C(C=C1)CCC(CN1C=NC=C1)SC1=CC(=CC=C1)N (1-[4-(4-chlorophenyl)-2-(3-aminophenylthio)-n-butyl]imidazole), C(C)(=O)OC(C)=O (acetic anhydride).